describe an organic reaction: reactants, conditions, products, and yield From a dataset of the Open Reaction Database (ORD), a public repository of structured organic reaction records. Reactants: O=C([O-])[O-], CC1(C)OB(C2=CCC3(CC2)OCCO3)OC1(C)C, COc1cc(Cl)ccc1[N+](=O)[O-], [Na+], [Na+], C1COCCO1, O, Cl[Pd]Cl, c1ccc(P(c2ccccc2)c2ccccc2)cc1, c1ccc(P(c2ccccc2)c2ccccc2)cc1. Product: COc1cc(C2=CCC3(CC2)OCCO3)ccc1[N+](=O)[O-]. As a reaction SMILES: [C:32](=[O:33])([O-:34])[O-:35].[CH3:1][C:2]1([CH3:3])[C:4]([CH3:5])([CH3:6])[O:7][B:8]([C:9]2=[CH:10][CH2:11][C:12]3([O:13][CH2:14][CH2:15][O:16]3)[CH2:17][CH2:18]2)[O:19]1.[Cl:20][c:21]1[cH:22][cH:23][c:24]([N+:29](=[O:30])[O-:31])[c:25]([O:27][CH3:28])[cH:26]1.[Na+:36].[Na+:37].[O:39]1[CH2:40][CH2:41][O:42][CH2:43][CH2:44]1.[OH2:38].[Pd:45]([Cl:46])[Cl:47].[c:48]1([P:49]([c:50]2[cH:51][cH:52][cH:53][cH:54][cH:55]2)[c:56]2[cH:57][cH:58][cH:59][cH:60][cH:61]2)[cH:62][cH:63][cH:64][cH:65][cH:66]1.[c:67]1([P:68]([c:69]2[cH:70][cH:71][cH:72][cH:73][cH:74]2)[c:75]2[cH:76][cH:77][cH:78][cH:79][cH:80]2)[cH:81][cH:82][cH:83][cH:84][cH:85]1>>[C:9]1([c:21]2[cH:22][cH:23][c:24]([N+:29](=[O:30])[O-:31])[c:25]([O:27][CH3:28])[cH:26]2)=[CH:10][CH2:11][C:12]2([O:13][CH2:14][CH2:15][O:16]2)[CH2:17][CH2:18]1.